From a dataset of the Open Reaction Database (ORD), a public repository of structured organic reaction records. describe an organic reaction: reactants, conditions, products, and yield The reactants are C1CCOC1, FCCI, [K+], [K+], CC(C)(C)OC(=O)N1CCNCC1, O=C([O-])[O-]. Yields the product CC(C)(C)OC(=O)N1CCN(CCF)CC1. As a reaction SMILES: [CH2:24]1[O:25][CH2:26][CH2:27][CH2:28]1.[F:20][CH2:21][CH2:22][I:23].[K+:14].[K+:15].[N:1]1([C:7](=[O:8])[O:9][C:10]([CH3:11])([CH3:12])[CH3:13])[CH2:2][CH2:3][NH:4][CH2:5][CH2:6]1.[O-:16][C:17]([O-:18])=[O:19]>>[N:1]1([C:7](=[O:8])[O:9][C:10]([CH3:11])([CH3:12])[CH3:13])[CH2:2][CH2:3][N:4]([CH2:22][CH2:21][F:20])[CH2:5][CH2:6]1. Starting materials: C(C)(=O)NCCC1CCC2=CC=C(C(=C12)O)NC(CCC1=CC=CC=C1)=O (N-{3-[2-(Acetylamino)ethyl]-4-hydroxy-2,3-dihydro-1H-inden-5-yl}-3-phenylpropanamide), C1(=CC=C(C=C1)S(=O)(=O)[O-])C.[NH+]1=CC=CC=C1 (pyridinium p-toluenesulfonate). Solvent: C=1(C(=CC=CC1)C)C (xylene). Yields the product C1(=CC=CC=C1)CCC=1OC2=C(N1)C=CC=1CCC(C12)CCNC(C)=O (N-{2-[2-(2-Phenylethyl)-7,8-dihydro-6H-indeno[5,4-d][1,3]oxazol-8-yl]ethyl}acetamide). The yield is 28.7%. RXN SMILES: [C:1]([NH:4][CH2:5][CH2:6][CH:7]1[C:15]2[C:10](=[CH:11][CH:12]=[C:13]([NH:17][C:18](=[O:27])[CH2:19][CH2:20][C:21]3[CH:26]=[CH:25][CH:24]=[CH:23][CH:22]=3)[C:14]=2O)[CH2:9][CH2:8]1)(=[O:3])[CH3:2].C1(C)C=CC(S([O-])(=O)=O)=CC=1.[NH+]1C=CC=CC=1>C1(C)C(C)=CC=CC=1>[C:21]1([CH2:20][CH2:19][C:18]2[O:27][C:14]3[C:15]4[CH:7]([CH2:6][CH2:5][NH:4][C:1](=[O:3])[CH3:2])[CH2:8][CH2:9][C:10]=4[CH:11]=[CH:12][C:13]=3[N:17]=2)[CH:26]=[CH:25][CH:24]=[CH:23][CH:22]=1 |f:1.2|. Procedure details: N-{3-[2-(Acetylamino)ethyl]-4-hydroxy-2,3-dihydro-1H-inden-5-yl}-3-phenylpropanamide (72.5 mg, 0.198 mmol) and pyridinium p-toluenesulfonate (12.4 mg, 0.0493 mmol) were heated under reflux in xylene (5 mL) for 2.5 hr. The solvent was evaporated under reduced pressure and the residue was purified by silica gel column chromatography (NH, ethyl acetate/hexane=30/70→60/40) and recrystallized (ethyl acetate/diisopropyl ether) to give the title compound (19.8 mg, yield 29%). Reactants: C1(=CC=CC=C1)C(CC1N2CCC(C1)CC2)C2=CC=CC=C2 (2-(2,2-diphenylethyl)-1-azabicyclo[2.2.2]octane), solution, C(CCC)[Li] (butyl lithium), IC (iodomethane), C1(=CC=CC=C1)C(CC1N2CCC(C1)CC2)(C)C2=CC=CC=C2 (2-(2,2-diphenylpropyl)-1-azabicyclo[2.2.2]octane), Cl.C(C)(C)O (HCl isoPrOH). Solvent: C(C)OCC (ethyl ether), C1CCCCC1 (cyclohexane), C(C)OCC (ethyl ether). Run at temperature 0 celsius. Product: Cl.C1(=CC=CC=C1)C(CC1N2CCC(C1)CC2)(C)C2=CC=CC=C2 (2-(2,2-diphenylpropyl)-1-azabicyclo[2.2.2]octane hydrochloride). RXN SMILES: C1(C(C2C=CC=CC=2)CC2CC3CCN2CC3)C=CC=CC=1.C([Li])CCC.IC.[C:30]1([C:36]([C:47]2[CH:52]=[CH:51][CH:50]=[CH:49][CH:48]=2)([CH3:46])[CH2:37][CH:38]2[CH2:43][CH:42]3[CH2:44][CH2:45][N:39]2[CH2:40][CH2:41]3)[CH:35]=[CH:34][CH:33]=[CH:32][CH:31]=1.[ClH:53].C(O)(C)C>C(OCC)C.C1CCCCC1>[ClH:53].[C:47]1([C:36]([C:30]2[CH:31]=[CH:32][CH:33]=[CH:34][CH:35]=2)([CH3:46])[CH2:37][CH:38]2[CH2:43][CH:42]3[CH2:44][CH2:45][N:39]2[CH2:40][CH2:41]3)[CH:48]=[CH:49][CH:50]=[CH:51][CH:52]=1 |f:4.5,8.9|. Reported procedure: To a solution of 1.46 parts of 2-(2,2-diphenylethyl)-1-azabicyclo[2.2.2]octane in 20 parts by volume of cyclohexane is added under a nitrogen atmosphere 2.4 parts by volume of 2.5 M solution of butyl lithium. The mixture is heated with stirring at reflux temperature for one hour. After cooling this mixture to 0° C. 0.58 part of iodomethane is added. The reaction mixture is then stirred at room temperature for 18 hours. The resulting yellow mixture which contains a white solid and gum is diluted ...